This data is from the Open Reaction Database (ORD), a public repository of structured organic reaction records. The task is: describe an organic reaction: reactants, conditions, products, and yield Starting materials: CCO, CC(C)[Si](Oc1cccc([N+](=O)[O-])c1N)(C(C)C)C(C)C. Yields the product CC(C)[Si](Oc1cccc(N)c1N)(C(C)C)C(C)C. As a reaction SMILES: [CH3:22][CH2:23][OH:24].[N+:1]([O-:2])(=[O:3])[c:4]1[c:5]([NH2:21])[c:6]([O:10][Si:11]([CH:12]([CH3:13])[CH3:14])([CH:15]([CH3:16])[CH3:17])[CH:18]([CH3:19])[CH3:20])[cH:7][cH:8][cH:9]1>>[NH2:1][c:4]1[c:5]([NH2:21])[c:6]([O:10][Si:11]([CH:12]([CH3:13])[CH3:14])([CH:15]([CH3:16])[CH3:17])[CH:18]([CH3:19])[CH3:20])[cH:7][cH:8][cH:9]1. Reactants: N1N=CC=C1 (pyrazole), ClC=1N=C(C2=C(N1)SC=C2C)NCCC2=CC1=C(C=C2)OCO1 (2-chloro-5-methyl-4-(3,4-methylenedioxyphenethylamino)-thieno-[2,3-d]-pyrimidine). The product is N1(N=CC=C1)C=1N=C(C2=C(N1)SC=C2C)NCCC2=CC1=C(C=C2)OCO1 (2-(pyrazol-1-yl)-5-methyl-4-(3,4-methylenedioxyphenethylamino)-thieno-[2,3-d]-pyrimidine). As a reaction SMILES: [NH:1]1[CH:5]=[CH:4][CH:3]=[N:2]1.Cl[C:7]1[N:8]=[C:9]([NH:17][CH2:18][CH2:19][C:20]2[CH:25]=[CH:24][C:23]3[O:26][CH2:27][O:28][C:22]=3[CH:21]=2)[C:10]2[C:15]([CH3:16])=[CH:14][S:13][C:11]=2[N:12]=1>>[N:1]1([C:7]2[N:8]=[C:9]([NH:17][CH2:18][CH2:19][C:20]3[CH:25]=[CH:24][C:23]4[O:26][CH2:27][O:28][C:22]=4[CH:21]=3)[C:10]3[C:15]([CH3:16])=[CH:14][S:13][C:11]=3[N:12]=2)[CH:5]=[CH:4][CH:3]=[N:2]1. Procedure details: Following the procedure of Example 97, the reaction of pyrazole with 2-chloro-5-methyl-4-(3,4-methylenedioxyphenethylamino)-thieno-[2,3-d]-pyrimidine gives 2-(pyrazol-1-yl)-5-methyl-4-(3,4-methylenedioxyphenethylamino)-thieno-[2,3-d]-pyrimidine. Reactants: C1(=CC=CC=C1)C=1C(=NC(=CC1)C)Cl (3-Phenyl-2-chloro-6-methylpyridine), C1CC(=O)N(C1=O)Br (NBS), CC(C)(C#N)N=NC(C)(C)C#N (AIBN). Run in C(Cl)(Cl)(Cl)Cl (CCl4). Product: C1(=CC=CC=C1)C=1C(=NC(=CC1)CBr)Cl (3-Phenyl-2-chloro-6-bromomethylpyridine). Reaction SMILES: [C:1]1([C:7]2[C:8]([Cl:14])=[N:9][C:10]([CH3:13])=[CH:11][CH:12]=2)[CH:6]=[CH:5][CH:4]=[CH:3][CH:2]=1.C1C(=O)N([Br:22])C(=O)C1.CC(N=NC(C#N)(C)C)(C#N)C>C(Cl)(Cl)(Cl)Cl>[C:1]1([C:7]2[C:8]([Cl:14])=[N:9][C:10]([CH2:13][Br:22])=[CH:11][CH:12]=2)[CH:2]=[CH:3][CH:4]=[CH:5][CH:6]=1. Reported procedure: A solution of 3-Phenyl-2-chloro-6-methylpyridine (0.094 g, 0.462 mmol), NBS (0.086 g, 0.485 mmol) and AIBN (0.008 g, 0.046mmol) in CCl4 (3 mL) were heated at reflux for 2 hours. The solvent was evaporated and the residue chromatographed (Silica gel, 100% CH2Cl2 to afford the title compound. Starting materials: ClCl (chlorine), C(C)N1N=CC(=C1)C (1-ethyl-4-methylpyrazole), [OH-].[Na+] (sodium hydroxide). Run in ClCCCl (1,2-dichloroethane). The product is ClC1=C(C=NN1CC)C (5-chloro-1-ethyl-4-methylpyrazole). Isolated yield 56.2%. Reaction SMILES: [Cl:1]Cl.[CH2:3]([N:5]1[CH:9]=[C:8]([CH3:10])[CH:7]=[N:6]1)[CH3:4].[OH-].[Na+]>ClCCCl>[Cl:1][C:9]1[N:5]([CH2:3][CH3:4])[N:6]=[CH:7][C:8]=1[CH3:10] |f:2.3|. Procedure: 167.7 g (2.36 mol) of chlorine were passed into a solution of 165 g (1.5 mol) of 1-ethyl-4-methylpyrazole and 625 g of 1,2-dichloroethane over the course of 2 h. The temperature rose to 60° C. and could be kept at 60° C. by cooling with ice. While cooling, the resulting reaction solution was neutralized at 25° C. with 533.9 g (2.0 mol) of 15% strength aqueous sodium hydroxide solution. After phase separation, the organic phase was distilled to afford 122.1 g (0.843 mol) of 5-chloro-1-ethyl-4-met... The reactants are CCN(C(C)C)C(C)C (DIEA), Cl.Cl.N1(CCNCC1)C1=C2C(=NC=C1)NN=C2OCC(CO)O (3-(4-(piperazin-1-yl)-1H-pyrazolo[3,4-b]pyridin-3-yloxy)propane-1,2-diol dihydrochloride), C(C)(C)(C)OC(=O)N[C@@H](C(=O)O)CC1=CC=C(C=C1)Cl ((R)-2-(tert-butoxycarbonylamino)-3-(4-chlorophenyl)propanoic acid), CN(C)C(=[N+](C)C)ON1C2=C(C=CC=C2)N=N1.[B-](F)(F)(F)F (TBTU). Solvent: C(Cl)Cl (DCM). Run at time 1 hour. Yields the product ClC1=CC=C(C=C1)C[C@H](C(=O)N1CCN(CC1)C1=C2C(=NC=C1)NN=C2OCC(CO)O)NC(OC(C)(C)C)=O (tert-butyl(2R)-3-(4-chlorophenyl)-1-(4-(3-(2,3-dihydroxypropoxy)-1H-pyrazolo[3,4-b]pyridin-4-yl)piperazin-1-yl)-1-oxopropan-2-ylcarbamate). As a reaction SMILES: CCN(C(C)C)C(C)C.Cl.Cl.[N:12]1([C:18]2[CH:23]=[CH:22][N:21]=[C:20]3[NH:24][N:25]=[C:26]([O:27][CH2:28][CH:29]([OH:32])[CH2:30][OH:31])[C:19]=23)[CH2:17][CH2:16][NH:15][CH2:14][CH2:13]1.[C:33]([O:37][C:38]([NH:40][C@H:41]([CH2:45][C:46]1[CH:51]=[CH:50][C:49]([Cl:52])=[CH:48][CH:47]=1)[C:42](O)=[O:43])=[O:39])([CH3:36])([CH3:35])[CH3:34].CN(C(ON1N=NC2C=CC=CC1=2)=[N+](C)C)C.[B-](F)(F)(F)F>C(Cl)Cl>[Cl:52][C:49]1[CH:50]=[CH:51][C:46]([CH2:45][C@@H:41]([NH:40][C:38](=[O:39])[O:37][C:33]([CH3:35])([CH3:34])[CH3:36])[C:42]([N:15]2[CH2:16][CH2:17][N:12]([C:18]3[CH:23]=[CH:22][N:21]=[C:20]4[NH:24][N:25]=[C:26]([O:27][CH2:28][CH:29]([OH:32])[CH2:30][OH:31])[C:19]=34)[CH2:13][CH2:14]2)=[O:43])=[CH:47][CH:48]=1 |f:1.2.3,5.6|. Procedure details: DIEA (0.0514 mL, 0.295 mmol) was added to 3-(4-(piperazin-1-yl)-1H-pyrazolo[3,4-b]pyridin-3-yloxy)propane-1,2-diol dihydrochloride (0.030 g, 0.0737 mmol, see Example 7), (R)-2-(tert-butoxycarbonylamino)-3-(4-chlorophenyl)propanoic acid (0.022 g, 0.074 mmol) and TBTU (0.0284 g, 0.0885 mmol) in DCM (1 mL) and stirred at room temperature for 1 hour. The reaction was concentrated to dryness. The resulting residue was dissolved in THF/MeOH (2 mL, 1:1), and a LiOH solution (1 mL, 2M) was added. The so... The reactants are O=Cc1ccc(C#Cc2ccc(Cl)cc2)cc1, CC1(C)OC(=O)c2cc(N)ccc2O1. The product is CC1(C)OC(=O)c2cc(NCc3ccc(C#Cc4ccc(Cl)cc4)cc3)ccc2O1. RXN SMILES: [Cl:1][c:2]1[cH:3][cH:4][c:5]([C:8]#[C:9][c:10]2[cH:11][cH:12][c:13]([CH:14]=[O:15])[cH:16][cH:17]2)[cH:6][cH:7]1.[NH2:18][c:19]1[cH:20][c:21]2[c:22]([cH:30][cH:31]1)[O:23][C:24]([CH3:28])([CH3:29])[O:25][C:26]2=[O:27]>>[Cl:1][c:2]1[cH:3][cH:4][c:5]([C:8]#[C:9][c:10]2[cH:11][cH:12][c:13]([CH2:14][NH:18][c:19]3[cH:20][c:21]4[c:22]([cH:30][cH:31]3)[O:23][C:24]([CH3:28])([CH3:29])[O:25][C:26]4=[O:27])[cH:16][cH:17]2)[cH:6][cH:7]1. Starting materials: F[B-](F)(F)F, CCN(C(C)C)C(C)C, CC(NC(=O)c1ccc(C(=O)O)c(Cl)c1)c1nc2cc(Cl)ccc2[nH]1, Cl, C1CNC(CN2CCCC2)C1, C1CCOC1, CN(C)C(On1nnc2ccccc21)=[N+](C)C. Yields the product CC(NC(=O)c1ccc(C(=O)N2CCCC2CN2CCCC2)c(Cl)c1)c1nc2cc(Cl)ccc2[nH]1. As a reaction SMILES: [B-:26]([F:27])([F:28])([F:29])[F:30].[CH:48]([N:49]([CH:50]([CH3:51])[CH3:52])[CH2:53][CH3:54])([CH3:55])[CH3:56].[Cl:1][c:2]1[c:3]([C:4](=[O:5])[OH:6])[cH:7][cH:8][c:9]([C:11](=[O:12])[NH:13][CH:14]([CH3:15])[c:16]2[n:17][c:18]3[c:19]([nH:20]2)[cH:21][cH:22][c:23]([Cl:25])[cH:24]3)[cH:10]1.[Cl:68].[N:57]1([CH2:62][CH:63]2[NH:64][CH2:65][CH2:66][CH2:67]2)[CH2:58][CH2:59][CH2:60][CH2:61]1.[O:69]1[CH2:70][CH2:71][CH2:72][CH2:73]1.[n:31]1([O:32][C:33]([N:34]([CH3:35])[CH3:36])=[N+:37]([CH3:38])[CH3:39])[c:40]2[cH:41][cH:42][cH:43][cH:44][c:45]2[n:46][n:47]1>>[Cl:1][c:2]1[c:3]([C:4](=[O:6])[N:64]2[CH:63]([CH2:62][N:57]3[CH2:58][CH2:59][CH2:60][CH2:61]3)[CH2:67][CH2:66][CH2:65]2)[cH:7][cH:8][c:9]([C:11](=[O:12])[NH:13][CH:14]([CH3:15])[c:16]2[n:17][c:18]3[c:19]([nH:20]2)[cH:21][cH:22][c:23]([Cl:25])[cH:24]3)[cH:10]1. Reactants: CCCCn1c2c(cc(C=O)c1=O)CCCC2, ClCCl, Cl, [Na+], [Na+], [Na+], [OH-], O=C(OO)c1cccc(Cl)c1, O=S([O-])([O-])=S. Yields the product CCCCn1c2c(cc(O)c1=O)CCCC2. As a reaction SMILES: [CH2:1]([CH2:2][CH2:3][CH3:4])[n:5]1[c:6](=[O:17])[c:7]([CH:15]=[O:16])[cH:8][c:9]2[c:14]1[CH2:13][CH2:12][CH2:11][CH2:10]2.[CH2:39]([Cl:40])[Cl:41].[ClH:38].[Na+:34].[Na+:35].[Na+:37].[OH-:36].[OH:18][O:19][C:20]([c:21]1[cH:22][c:23]([Cl:24])[cH:25][cH:26][cH:27]1)=[O:28].[S:29]([O-:30])([O-:31])(=[O:32])=[S:33]>>[CH2:1]([CH2:2][CH2:3][CH3:4])[n:5]1[c:6](=[O:17])[c:7]([OH:18])[cH:8][c:9]2[c:14]1[CH2:13][CH2:12][CH2:11][CH2:10]2. The reactants are CCO, Cl, [Na+], C1CCOC1, [OH-], CCOC(=O)CCc1cn(Cc2ccc(OCc3ccco3)cc2)cc1-c1ccccc1. Product: O=C(O)CCc1cn(Cc2ccc(OCc3ccco3)cc2)cc1-c1ccccc1. As a reaction SMILES: [CH3:41][CH2:42][OH:43].[ClH:40].[Na+:34].[O:35]1[CH2:36][CH2:37][CH2:38][CH2:39]1.[OH-:33].[o:1]1[c:2]([CH2:6][O:7][c:8]2[cH:9][cH:10][c:11]([CH2:12][n:13]3[cH:14][c:15]([CH2:24][CH2:25][C:26](=[O:27])[O:28][CH2:29][CH3:30])[c:16](-[c:18]4[cH:19][cH:20][cH:21][cH:22][cH:23]4)[cH:17]3)[cH:31][cH:32]2)[cH:3][cH:4][cH:5]1>>[o:1]1[c:2]([CH2:6][O:7][c:8]2[cH:9][cH:10][c:11]([CH2:12][n:13]3[cH:14][c:15]([CH2:24][CH2:25][C:26](=[O:27])[OH:28])[c:16](-[c:18]4[cH:19][cH:20][cH:21][cH:22][cH:23]4)[cH:17]3)[cH:31][cH:32]2)[cH:3][cH:4][cH:5]1.